Dataset: the Open Reaction Database (ORD), a public repository of structured organic reaction records. Task: describe an organic reaction: reactants, conditions, products, and yield The solvent is CCOCC (ether), ClC(C(Cl)Cl)Cl (1,1,2,2-tetrachloroethane). RXN SMILES: [CH:1]1[C:6](O)=[CH:5][CH:4]=[C:3]([CH3:8])[CH:2]=1.[C:9]1(=[O:15])[O:14][C:12](=[O:13])[CH2:11][CH2:10]1.[Cl-].[Al+3].[Cl-].[Cl-].O>ClC(Cl)C(Cl)Cl.CCOCC>[CH3:8][C:3]1[CH:2]=[CH:1][CH:6]=[C:5]([CH:4]=1)[C:9]([CH2:10][CH2:11][C:12]([OH:14])=[O:13])=[O:15] |f:2.3.4.5|. Reaction conditions: temperature 60 celsius. Yields the product CC=1C=CC=C(C(=O)CCC(=O)O)C1 (3-(5-methylbenzoyl)propionic acid). Procedure details: This compound was prepared by the method of Raval et al., J. Univ. Bombay, 7Pt. 3, 184 (1983); CA 33, 3779 (1989). p-Cresol (4.0 g, 37 mmol) and succinic anhydride (3.4 g, 34 mmol) were combined in 1,1,2,2-tetrachloroethane (40 mL) and the mixture was heated to 60° C. Aluminum chloride (9.5 g, 71 mmol) was then added to the solution at a rate of 2 g/20 min. Once this was complete the reaction was heated to 135° C. for 30 min. After cooling, water and ether (30 mL of each) were added and the aque... Starting materials: O (water), C1=CC(=CC=C1O)C (p-Cresol), C1(CCC(=O)O1)=O (succinic anhydride), [Cl-].[Al+3].[Cl-].[Cl-] (Aluminum chloride). The reactants are C(C)O (ethanol), [BH3-]C#N.[Na+] (NaBH3CN), C(CCC)C1=CC=C(C(N1CC1=CC=C(C=C1)C1=C(C=CC=C1)C#N)=O)C=O (6-butyl-1-(2'-cyanobiphenyl-4-ylmethyl)-3-formyl-1,2-dihydro-2-oxopyridine), C(C)(C)N (isopropylamine). Reagents/catalysts: CC([O-])C.CC([O-])C.CC([O-])C.CC([O-])C.[Ti+4] (titanium tetraisopropoxide). Run in O (water). Reaction conditions: time 2 hour. Yields the product C(CCC)C1=CC=C(C(N1CC1=CC=C(C=C1)C1=C(C=CC=C1)C#N)=O)CNC(C)C (6-Butyl-1-(2'-cyanobiphenyl-4-ylmethyl)-3-isopropylaminomethyl-1,2-dihydro-2-oxopyridine). As a reaction SMILES: [CH2:1]([C:5]1[N:10]([CH2:11][C:12]2[CH:17]=[CH:16][C:15]([C:18]3[CH:23]=[CH:22][CH:21]=[CH:20][C:19]=3[C:24]#[N:25])=[CH:14][CH:13]=2)[C:9](=[O:26])[C:8]([CH:27]=O)=[CH:7][CH:6]=1)[CH2:2][CH2:3][CH3:4].[CH:29]([NH2:32])([CH3:31])[CH3:30].C(O)C.[BH3-]C#N.[Na+]>CC(C)[O-].CC(C)[O-].CC(C)[O-].CC(C)[O-].[Ti+4].O>[CH2:1]([C:5]1[N:10]([CH2:11][C:12]2[CH:17]=[CH:16][C:15]([C:18]3[CH:23]=[CH:22][CH:21]=[CH:20][C:19]=3[C:24]#[N:25])=[CH:14][CH:13]=2)[C:9](=[O:26])[C:8]([CH2:27][NH:32][CH:29]([CH3:31])[CH3:30])=[CH:7][CH:6]=1)[CH2:2][CH2:3][CH3:4] |f:3.4,5.6.7.8.9|. Procedure details: A mixture of 3.7 g of 6-butyl-1-(2'-cyanobiphenyl-4-ylmethyl)-3-formyl-1,2-dihydro-2-oxopyridine, 0.59 g of isopropylamine and 3.55 g of titanium tetraisopropoxide is stirred for 2 hours at 20° under N2. 10 ml of absolute ethanol and then 610 mg of NaBH3CN are added, the mixture is stirred for a further 20 hours, 2 ml of water are then added and the mixture is filtered. The filtrate is evaporated. 6-Butyl-1-(2'-cyanobiphenyl-4-ylmethyl)-3-isopropylaminomethyl-1,2-dihydro-2-oxopyridine is obtaine... RXN SMILES: [Li]CCCC.CN(CCN(C)C)C.[CH:14]([Si:17]([CH:30]([CH3:32])[CH3:31])([CH:27]([CH3:29])[CH3:28])[O:18][C:19]1[CH:24]=[CH:23][CH:22]=[CH:21][C:20]=1[O:25][CH3:26])([CH3:16])[CH3:15].C1C[O:36][CH2:35]C1>CCOC(C)=O>[CH3:26][O:25][C:20]1[C:19]([O:18][Si:17]([CH:14]([CH3:16])[CH3:15])([CH:27]([CH3:29])[CH3:28])[CH:30]([CH3:32])[CH3:31])=[C:24]([CH:23]=[CH:22][CH:21]=1)[CH:35]=[O:36]. The solvent is CCOC(=O)C (EtOAc). Conditions: time 8 hour. The product is COC=1C(=C(C=O)C=CC1)O[Si](C(C)C)(C(C)C)C(C)C (3-methoxy-2-triisopropylsilanyloxy-benzaldehyde). Reported procedure: nBuLi (2.5 M in hexanes) (36 mmol) is mixed with TMEDA (36 mmol) at 0° C. in a dry round bottom flask for 10 minutes. A solution of triisopropyl-(2-methoxy-phenoxy)-silane (24 mmol) in 25 mL of dry THF is added to the above mixture. The mixture is warmed up to room temperature in 2 hours by removal of the ice bath. The slightly yellow solution is then transferred to another dry flask containing dry 7.5 mL of DMF at room temperature. The mixture is stirred overnight. HCl (1 M) is added to the mix... The reactants are ice, [Li]CCCC (nBuLi), CN(C)CCN(C)C (TMEDA), C(C)(C)[Si](OC1=C(C=CC=C1)OC)(C(C)C)C(C)C (triisopropyl-(2-methoxy-phenoxy)-silane), C1CCOC1 (THF). The reactants are FC1=C(CNC2=CC(=NC=C2C(=O)N)NC2=CC=C(C=C2)C2CCNCC2)C=CC=C1F (4-(2,3-difluorobenzylamino)-6-(4-(piperidin-4-yl)phenylamino)nicotinamide), CCN(C(C)C)C(C)C (DIEA), C(=O)(C(F)(F)F)O (TFA). Solvent: CN(C)C=O (DMF). Yields the product FC1=C(CNC2=CC(=NC=C2C(=O)N)NC2=CC=C(C=C2)C2CCN(CC2)C=O)C=CC=C1F (4-(2,3-difluorobenzylamino)-6-(4-(1-formylpiperidin-4-yl)phenylamino)nicotinamide). Reaction SMILES: [F:1][C:2]1[C:31]([F:32])=[CH:30][CH:29]=[CH:28][C:3]=1[CH2:4][NH:5][C:6]1[C:11]([C:12]([NH2:14])=[O:13])=[CH:10][N:9]=[C:8]([NH:15][C:16]2[CH:21]=[CH:20][C:19]([CH:22]3[CH2:27][CH2:26][NH:25][CH2:24][CH2:23]3)=[CH:18][CH:17]=2)[CH:7]=1.CCN(C(C)C)C(C)C.[C:42](O)(C(F)(F)F)=[O:43]>CN(C=O)C>[F:1][C:2]1[C:31]([F:32])=[CH:30][CH:29]=[CH:28][C:3]=1[CH2:4][NH:5][C:6]1[C:11]([C:12]([NH2:14])=[O:13])=[CH:10][N:9]=[C:8]([NH:15][C:16]2[CH:17]=[CH:18][C:19]([CH:22]3[CH2:23][CH2:24][N:25]([CH:42]=[O:43])[CH2:26][CH2:27]3)=[CH:20][CH:21]=2)[CH:7]=1. Procedure: Compound 4-(2,3-difluorobenzylamino)-6-(4-(piperidin-4-yl)phenylamino)nicotinamide (Example 209) (70 mg, 0.15 mmol) was stirred in 4 mL DMF with DIEA (300 μL) at 120° C. in a sealed tube for two days. The mixture was acidified with 0.5 mL TFA and subjected to reverse phase preparative HPLC to isolate the title compound (41 mg). MS found for C25H25F2N5O2 as (M+H)+ 466.4. UV: λ=259 nm. 1H NMR: (CD3OD) δ 8.15 (1H, s), 8.06 (1H, s), 7.33 (2H, dt, J=8.8; 2.0 Hz), 7.28 (1H, m), 7.16 (1H, m), 7.13-7.07... Reactants: CC(=O)OCCc1cc(CCN2CCC3(CC2)CN(C(=O)c2csc(C(C)C)n2)CCO3)cs1, CO, [Na+], [OH-]. Yields the product CC(C)c1nc(C(=O)N2CCOC3(CCN(CCc4csc(CCO)c4)CC3)C2)cs1. As a reaction SMILES: [C:3](=[O:4])([CH3:5])[O:6][CH2:7][CH2:8][c:9]1[s:10][cH:11][c:12]([CH2:14][CH2:15][N:16]2[CH2:17][CH2:18][C:19]3([CH2:20][N:21]([C:25](=[O:26])[c:27]4[n:28][c:29]([CH:32]([CH3:33])[CH3:34])[s:30][cH:31]4)[CH2:22][CH2:23][O:24]3)[CH2:35][CH2:36]2)[cH:13]1.[CH3:37][OH:38].[Na+:2].[OH-:1]>>[OH:6][CH2:7][CH2:8][c:9]1[s:10][cH:11][c:12]([CH2:14][CH2:15][N:16]2[CH2:17][CH2:18][C:19]3([CH2:20][N:21]([C:25](=[O:26])[c:27]4[n:28][c:29]([CH:32]([CH3:33])[CH3:34])[s:30][cH:31]4)[CH2:22][CH2:23][O:24]3)[CH2:35][CH2:36]2)[cH:13]1. Starting materials: N#Cc1cccc(S(=O)(=O)Cl)c1, CCCOc1ccc(N)cc1-c1nn2c(C3CCCC3)nc(C)c2c(=O)[nH]1, C1CCOC1, c1ccncc1. Product: CCCOc1ccc(NS(=O)(=O)c2cccc(C#N)c2)cc1-c1nn2c(C3CCCC3)nc(C)c2c(=O)[nH]1. Reaction SMILES: [C:28](#[N:29])[c:30]1[cH:31][c:32]([S:36](=[O:37])(=[O:38])[Cl:39])[cH:33][cH:34][cH:35]1.[NH2:1][c:2]1[cH:3][cH:4][c:5]([O:24][CH2:25][CH2:26][CH3:27])[c:6](-[c:8]2[n:9][n:10]3[c:11]([c:12](=[O:14])[nH:13]2)[c:15]([CH3:23])[n:16][c:17]3[CH:18]2[CH2:19][CH2:20][CH2:21][CH2:22]2)[cH:7]1.[O:46]1[CH2:47][CH2:48][CH2:49][CH2:50]1.[cH:40]1[cH:41][cH:42][n:43][cH:44][cH:45]1>>[NH:1]([c:2]1[cH:3][cH:4][c:5]([O:24][CH2:25][CH2:26][CH3:27])[c:6](-[c:8]2[n:9][n:10]3[c:11]([c:12](=[O:14])[nH:13]2)[c:15]([CH3:23])[n:16][c:17]3[CH:18]2[CH2:19][CH2:20][CH2:21][CH2:22]2)[cH:7]1)[S:36]([c:32]1[cH:31][c:30]([C:28]#[N:29])[cH:35][cH:34][cH:33]1)(=[O:37])=[O:38]. Yields the product CCCOc1nc2c(Cl)cc(F)c(-n3c(=O)cc(C(F)(F)F)[nH]c3=O)c2s1. Starting materials: CCCO, O=c1cc(C(F)(F)F)[nH]c(=O)n1-c1c(F)cc(Cl)c2nc(Cl)sc12, [H-], [Na+], C1CCOC1. As a reaction SMILES: [CH2:1]([CH2:2][CH3:3])[OH:4].[Cl:7][c:8]1[s:9][c:10]2[c:11]([n:12]1)[c:13]([Cl:30])[cH:14][c:15]([F:29])[c:16]2-[n:17]1[c:18](=[O:28])[nH:19][c:20]([C:24]([F:25])([F:26])[F:27])[cH:21][c:22]1=[O:23].[H-:5].[Na+:6].[O:31]1[CH2:32][CH2:33][CH2:34][CH2:35]1>>[CH2:1]([CH2:2][CH3:3])[O:4][c:8]1[s:9][c:10]2[c:11]([n:12]1)[c:13]([Cl:30])[cH:14][c:15]([F:29])[c:16]2-[n:17]1[c:18](=[O:28])[nH:19][c:20]([C:24]([F:25])([F:26])[F:27])[cH:21][c:22]1=[O:23].